This data is from the Open Reaction Database (ORD), a public repository of structured organic reaction records. The task is: describe an organic reaction: reactants, conditions, products, and yield Reactants: BrC(C(C)=O)C (3-bromo-2-butanone), NC1=NC=C(C=C1)[N+](=O)[O-] (2-amino-5-nitropyridine). Solvent: C(C)(=O)OCC (ethyl acetate). The product is CC=1N=C2N(C=C(C=C2)[N+](=O)[O-])C1C (2,3-Dimethyl-6-nitroimidazo[1,2-a]pyridine). As a reaction SMILES: Br[CH:2]([CH3:6])[C:3](=O)[CH3:4].[NH2:7][C:8]1[CH:13]=[CH:12][C:11]([N+:14]([O-:16])=[O:15])=[CH:10][N:9]=1>C(OCC)(=O)C>[CH3:4][C:3]1[N:7]=[C:8]2[CH:13]=[CH:12][C:11]([N+:14]([O-:16])=[O:15])=[CH:10][N:9]2[C:2]=1[CH3:6]. Procedure details: Operations similar to Production Example 1-(2) were conducted using 3-bromo-2-butanone and 2-amino-5-nitropyridine. The solid whereupon obtained was suspended in ethyl acetate, and washed with saturated aqueous sodium hydrogencarbonate. After concentration under reduced pressure, the residue was recrystallized from ethanol to provide the title compound as yellow crystals. The reactants are CO, Cl, CC(C)(C)OC(=O)N1CCC(N2C(=O)CC3CCCCC32)CC1, C1COCCO1. Product: O=C1CC2CCCCC2N1C1CCNCC1. RXN SMILES: [CH3:31][OH:32].[ClH:24].[O:1]=[C:2]1[N:3]([CH:11]2[CH2:12][CH2:13][N:14]([C:17]([O:18][C:19]([CH3:20])([CH3:21])[CH3:22])=[O:23])[CH2:15][CH2:16]2)[CH:4]2[CH2:5][CH2:6][CH2:7][CH2:8][CH:9]2[CH2:10]1.[O:25]1[CH2:26][CH2:27][O:28][CH2:29][CH2:30]1>>[O:1]=[C:2]1[N:3]([CH:11]2[CH2:12][CH2:13][NH:14][CH2:15][CH2:16]2)[CH:4]2[CH2:5][CH2:6][CH2:7][CH2:8][CH:9]2[CH2:10]1. The reactants are C1(=CC=CC2=CC=CC(=C12)N)N (1,8-naphthalene diamine), C1(=CC=C(C=C1)S(=O)(=O)O)C (p-toluene sulfonic acid), C([O-])([O-])=O.[Na+].[Na+] (sodium carbonate). Run in CC(=O)C (acetone). Run at time 0.5 hour. The product is CC1(NC=2C=CC=C3C=CC=C(N1)C23)C (2,3-dihydro-2,2-dimethyl perimidine). Isolated yield 29096.4%. Reaction SMILES: [C:1]1([NH2:12])[C:10]2[C:5](=[CH:6][CH:7]=[CH:8][C:9]=2[NH2:11])[CH:4]=[CH:3][CH:2]=1.[C:13]1(C)[CH:18]=CC(S(O)(=O)=O)=C[CH:14]=1.C(=O)([O-])[O-].[Na+].[Na+]>CC(C)=O>[CH3:14][C:13]1([CH3:18])[NH:11][C:9]2[C:10]3[C:5]([CH:6]=[CH:7][CH:8]=2)=[CH:4][CH:3]=[CH:2][C:1]=3[NH:12]1 |f:2.3.4|. Procedure details: A solution of 1,8-naphthalene diamine (3.5 g, 22 mmol), distilled as in Example 1, acetone (25 ml) and p-toluene sulfonic acid (10 mg) was prepared and stirred at room temperature for 0.5 hour under a nitrogen atmosphere. The mixture was basified with concentrated sodium carbonate (2 ml) and concentrated to about 5 ml volume. The mixture was diluted with ether (150 ml), washed with water and brine, and dried over potassium carbonate. Concentration gave 3.35 g (77%) 2,3-dihydro-2,2-dimethyl perim... The reactants are O=C([O-])O, C1CCNCC1, CN(C)C=O, [Na+], CC(Cc1n[nH]c2ccc(OC(=O)C(C)C)cc12)NC(=O)OCC1c2ccccc2-c2ccccc21. Product: CC(N)Cc1n[nH]c2ccc(OC(=O)C(C)C)cc12. RXN SMILES: [C:43](=[O:44])([OH:45])[O-:46].[CH2:37]1[CH2:38][CH2:39][NH:40][CH2:41][CH2:42]1.[CH3:48][N:49]([CH3:50])[CH:51]=[O:52].[Na+:47].[cH:1]1[c:2]2[c:14]([cH:15][cH:16][cH:17]1)-[c:9]1[c:8]([cH:13][cH:12][cH:11][cH:10]1)[CH:3]2[CH2:4][O:5][C:6](=[O:7])[NH:18][CH:19]([CH2:20][c:21]1[n:22][nH:23][c:24]2[cH:25][cH:26][c:27]([O:30][C:31]([CH:32]([CH3:33])[CH3:34])=[O:35])[cH:28][c:29]12)[CH3:36]>>[NH2:18][CH:19]([CH2:20][c:21]1[n:22][nH:23][c:24]2[cH:25][cH:26][c:27]([O:30][C:31]([CH:32]([CH3:33])[CH3:34])=[O:35])[cH:28][c:29]12)[CH3:36]. The reactants are C(C1=CC=CC=C1)NC1CCC2=C(CC1)C=CC=C2 (Benzyl-(6,7,8,9-tetrahydro-5H-benzocyclohepten-7-yl)-amine). The reagents and catalysts are [Pd] (palladium on charcoal). Solvent: CO (methanol). Reaction conditions: time 24 hour. The product is C1=CC=CC2=C1CCC(CC2)N (6,7,8,9-Tetrahydro-5H-benzocyclohepten-7-ylamine). As a reaction SMILES: C([NH:8][CH:9]1[CH2:15][CH2:14][C:13]2[CH:16]=[CH:17][CH:18]=[CH:19][C:12]=2[CH2:11][CH2:10]1)C1C=CC=CC=1>CO.[Pd]>[CH:16]1[C:13]2[CH2:14][CH2:15][CH:9]([NH2:8])[CH2:10][CH2:11][C:12]=2[CH:19]=[CH:18][CH:17]=1. Procedure details: Benzyl-(6,7,8,9-tetrahydro-5H-benzocyclohepten-7-yl)-amine (2.80 g) is dissolved in methanol (100 mL) and the compound is deprotected by adding a catalytic amount of 10% palladium on charcoal and placing the solution under an atmosphere of hydrogen. The reaction is shown to be complete by TLC after 24 hours. The catalyst is filtered off and the solvent is removed in vacuo. The product is not purified further. TLC (silica, dichloromethane/methanol 25:1 Rf=0.15).